The task is: describe an organic reaction: reactants, conditions, products, and yield. This data is from the Open Reaction Database (ORD), a public repository of structured organic reaction records. Reactants: C1CC(=O)N(C1=O)Br (NBS), CC(COC1=NC(=C2N=CN(C2=N1)C1OCCCC1)N)CC (2-[(2-methylbutyl)oxy]-9-(tetrahydro-2H-pyran-2-yl)-9H-purin-6-amine), C(Cl)Cl (DCM). Solvent: C(Cl)(Cl)Cl (chloroform). Run at time 6 hour. Yields the product BrC=1N(C2=NC(=NC(=C2N1)N)OCC(CC)C)C1OCCCC1 (8-Bromo-2-[(2-methylbutyl)oxy]-9-(tetrahydro-2H-Pyran-2-yl)-9H-Purin-6-amine). Yield: 94.7%. RXN SMILES: [CH3:1][CH:2]([CH2:21][CH3:22])[CH2:3][O:4][C:5]1[N:13]=[C:12]2[C:8]([N:9]=[CH:10][N:11]2[CH:14]2[CH2:19][CH2:18][CH2:17][CH2:16][O:15]2)=[C:7]([NH2:20])[N:6]=1.C1C(=O)N([Br:30])C(=O)C1.C(Cl)Cl>C(Cl)(Cl)Cl>[Br:30][C:10]1[N:11]([CH:14]2[CH2:19][CH2:18][CH2:17][CH2:16][O:15]2)[C:12]2[C:8]([N:9]=1)=[C:7]([NH2:20])[N:6]=[C:5]([O:4][CH2:3][CH:2]([CH3:1])[CH2:21][CH3:22])[N:13]=2. Procedure details: A solution of 2-[(2-methylbutyl)oxy]-9-(tetrahydro-2H-pyran-2-yl)-9H-purin-6-amine (245 mg) in dry chloroform (2.9 mL) was cooled to 0° C. and NBS (150 mg) was added to give a green/brown solution. The reaction mixture was stirred at room temperature for 6 h. The mixture was taken up into DCM (20 mL) and was washed with water (20 mL). The organics were separated, dried by passing through a hydrophobic frit and concentrated in vacuo to give the title compound as green solid (292 mg). The reactants are C(C)NCC1=CC=C(C=C1)C(F)(F)F (N-ethyl-N-[4-(trifluoromethyl)benzyl]amine), C(C)O[C@@H](CC1=CC=C(OCC(=O)O)C=C1)C(=O)OCC ({4-[(2S)-2,3-diethoxy-3-oxopropyl]phenoxy}acetic acid), C(C)(C)N(C(C)C)CC (N,N-diisopropylethylamine), F[B-](F)(F)F.N1(N=NC2=C1C=CC=C2)OC(=[N+](C)C)N(C)C (O-(benzotriazol-1-yl)-N,N,N′,N′-tetramethyluronium tetrafluoroborate). The solvent is C(Cl)Cl (methylene chloride), C(Cl)Cl (methylene chloride). Conditions: time 8 hour. Product: C(C)O[C@H](C(=O)OCC)CC1=CC=C(C=C1)OCC(=O)N(CC1=CC=C(C=C1)C(F)(F)F)CC (Ethyl(2S)-2-ethoxy-3-[4-(2-{ethyl[4-(trifluoromethyl)benzyl]amino}-2-oxoethoxy)phenyl]propanoate). Isolated yield 70.4%. Reaction SMILES: [CH2:1]([NH:3][CH2:4][C:5]1[CH:10]=[CH:9][C:8]([C:11]([F:14])([F:13])[F:12])=[CH:7][CH:6]=1)[CH3:2].[CH2:15]([O:17][C@H:18]([C:31]([O:33][CH2:34][CH3:35])=[O:32])[CH2:19][C:20]1[CH:30]=[CH:29][C:23]([O:24][CH2:25][C:26]([OH:28])=O)=[CH:22][CH:21]=1)[CH3:16].C(N(CC)C(C)C)(C)C.F[B-](F)(F)F.N1(OC(N(C)C)=[N+](C)C)C2C=CC=CC=2N=N1>C(Cl)Cl>[CH2:15]([O:17][C@@H:18]([CH2:19][C:20]1[CH:21]=[CH:22][C:23]([O:24][CH2:25][C:26]([N:3]([CH2:1][CH3:2])[CH2:4][C:5]2[CH:6]=[CH:7][C:8]([C:11]([F:12])([F:13])[F:14])=[CH:9][CH:10]=2)=[O:28])=[CH:29][CH:30]=1)[C:31]([O:33][CH2:34][CH3:35])=[O:32])[CH3:16] |f:3.4|. Reported procedure: To a solution of N-ethyl-N-[4-(trifluoromethyl)benzyl]amine (0.213 g, 1.05 mmol) and {4-[(2S)-2,3-diethoxy-3-oxopropyl]phenoxy}acetic acid (0.296 g, 1.00 mmol) in methylene chloride (10 mL) were added N,N-diisopropylethylamine (0.40 mL, 2.3 mmol) and O-(benzotriazol-1-yl)-N,N,N′,N′-tetramethyluronium tetrafluoroborate (0.337 g, 1.05 mmol) and the reaction mixture was stirred at room temperature overnight. The resulting solution was diluted with methylene chloride (90 mL) and the organic phase wa... Reactants: COC1=C(C(=O)OC)C=C(C(=C1)NC(C)=O)[N+](=O)[O-] (methyl 2-methoxy-4-acetylamino-5-nitrobenzoate), COC1=C(C(=O)[O-])C=C(C(=C1)N)[N+](=O)[O-].[Na+] (sodium-2-methoxy- 4-amino-5-nitrobenzoate), COC1=C(C(=O)[O-])C=C(C(=C1)N)[N+](=O)[O-].[Na+] (sodium-2-methoxy- 4-amino-5-nitrobenzoate), NN (hydrazine). Product: O.NN (hydrazine hydrate), COC1=C(C(=O)O)C=C(C(=C1)N)N (2-methoxy-4,5-diaminobenzoic acid). Reaction SMILES: C[O:2]C1C=C(NC(=O)C)C([N+]([O-])=O)=CC=1C(OC)=O.[CH3:20][O:21][C:22]1[CH:30]=[C:29]([NH2:31])[C:28]([N+:32]([O-])=O)=[CH:27][C:23]=1[C:24]([O-:26])=[O:25].[Na+].[NH2:36][NH2:37]>>[OH2:2].[NH2:36][NH2:37].[CH3:20][O:21][C:22]1[CH:30]=[C:29]([NH2:31])[C:28]([NH2:32])=[CH:27][C:23]=1[C:24]([OH:26])=[O:25] |f:1.2,4.5|. Reported procedure: In general, reaction of methyl 2-methoxy-4-acetylamino-5-nitrobenzoate with the base is preferably immediately followed by the in-situ reaction of the intermediate sodium-2-methoxy- 4-amino-5-nitrobenzoate (intermediate I) with hydrazine or its equivalent, preferably as hydrazine hydrate, to form 2-methoxy-4,5-diaminobenzoic acid (intermediate II). That product is preferably recovered and purified prior to further use. Starting materials: 222, NC=1SC=2C(N1)=CC=1N=C(SC1C2)N (2,6-diamino-benzo[1,2-d:5,4-d']bisthiazole), ClCC(=O)OC1=CC=C(C=C1)[N+](=O)[O-] (p-nitro-phenyl chloroacetate). The solvent is O1CCOCC1 (dioxane). Yields the product ClCC(=O)NC=1SC=2C(N1)=CC=1N=C(SC1C2)NC(CCl)=O (2,6-bis-(chloroacetyl-amino)-benzo[1,2-d:5,4-d']bisthiazole). Yield: 93.0%. As a reaction SMILES: [NH2:1][C:2]1[S:3][C:4]2[C:5](=[CH:7][C:8]3[N:9]=[C:10]([NH2:14])[S:11][C:12]=3[CH:13]=2)[N:6]=1.[Cl:15][CH2:16][C:17]([O:19]C1C=CC([N+]([O-])=O)=CC=1)=O>O1CCOCC1>[Cl:15][CH2:16][C:17]([NH:14][C:10]1[S:11][C:12]2[C:8](=[CH:7][C:5]3[N:6]=[C:2]([NH:1][C:17](=[O:19])[CH2:16][Cl:15])[S:3][C:4]=3[CH:13]=2)[N:9]=1)=[O:19]. Procedure: A mixture consisting of 222 mgm of 2,6-diamino-benzo[1,2-d:5,4-d']bisthiazole, 500 mgm of p-nitro-phenyl chloroacetate and 5 ml of dioxane were refluxed for 15 minutes. The reaction mixture was allowed to cool, and the crystalline substance which had separated out was filtered off, washed and dried. 350 mgm (93% of theory) of 2,6-bis-(chloroacetyl-amino)-benzo[1,2-d:5,4-d']bisthiazole, M.P. 330° C., were obtained. Starting materials: C(C1=CC=CC=C1)OC(=O)C1=C(N(C(C2=C(C=CC=C12)F)=O)C=1C=NC=CC1)C (8-Fluoro-3-methyl-1-oxo-2-pyridin-3-yl-1,2-dihydro-isoquinoline-4-carboxylic acid benzyl ester). The reagents and catalysts are [Pd] (Palladium on Charcoal). Solvent: CO (methanol). Run at time 60 minute. The product is FC=1C=CC=C2C(=C(N(C(C12)=O)C=1C=NC=CC1)C)C(=O)O (8-Fluoro-3-methyl-1-oxo-2-pyridin-3-yl-1,2-dihydro-isoquinoline-4-carboxylic acid). The yield is 91.2%. Reaction SMILES: C([O:8][C:9]([C:11]1[C:20]2[C:15](=[C:16]([F:21])[CH:17]=[CH:18][CH:19]=2)[C:14](=[O:22])[N:13]([C:23]2[CH:24]=[N:25][CH:26]=[CH:27][CH:28]=2)[C:12]=1[CH3:29])=[O:10])C1C=CC=CC=1>CO.[Pd]>[F:21][C:16]1[CH:17]=[CH:18][CH:19]=[C:20]2[C:15]=1[C:14](=[O:22])[N:13]([C:23]1[CH:24]=[N:25][CH:26]=[CH:27][CH:28]=1)[C:12]([CH3:29])=[C:11]2[C:9]([OH:10])=[O:8]. Procedure details: 8-Fluoro-3-methyl-1-oxo-2-pyridin-3-yl-1,2-dihydro-isoquinoline-4-carboxylic acid benzyl ester (0.150 g, 0.386 mmol) was dissolved in methanol (2 mL) and added to 10% Palladium on Charcoal (10 mg). The reaction mixture was stirred under an atmosphere of hydrogen for 60 minutes at room temperature. The reaction mixture was filtered and was rotovaped to give the title compound (0.105 g; yield 91.2%) as a yellow oil. Alternatively, the title acid can be obtained directly under the same conditions a... Reactants: CCOC(C)=O, COc1cc2c(Cl)csc2cc1O, ClCCl, O, O=[N+]([O-])O. Yields the product COc1cc2c(Cl)csc2c([N+](=O)[O-])c1O. Reaction SMILES: [CH3:19][CH2:20][O:21][C:22](=[O:23])[CH3:24].[Cl:1][c:2]1[c:3]2[c:4]([s:5][cH:6]1)[cH:7][c:8]([OH:13])[c:9]([O:11][CH3:12])[cH:10]2.[Cl:25][CH2:26][Cl:27].[OH2:18].[OH:14][N+:15]([O-:16])=[O:17]>>[Cl:1][c:2]1[c:3]2[c:4]([s:5][cH:6]1)[c:7]([N+:15](=[O:14])[O-:16])[c:8]([OH:13])[c:9]([O:11][CH3:12])[cH:10]2.